Dataset: the Open Reaction Database (ORD), a public repository of structured organic reaction records. Task: describe an organic reaction: reactants, conditions, products, and yield The reactants are C(CCC)[Li] (n-butyllithium), N1=C(C=CC=C1)C (α-picoline), C(C)OCC (diethyl ether), C(C)#N (acetonitrile). Reaction conditions: temperature 0 celsius, time 10 minute. The product is N1=C(C=CC=C1)CC(=O)C (methyl 2-pyridylmethyl ketone). As a reaction SMILES: C([Li])CCC.[N:6]1[CH:11]=[CH:10][CH:9]=[CH:8][C:7]=1[CH3:12].C(#N)C.[CH2:16]([O:18]CC)[CH3:17]>>[N:6]1[CH:11]=[CH:10][CH:9]=[CH:8][C:7]=1[CH2:12][C:16]([CH3:17])=[O:18]. Reported procedure: To a solution of 960 mg of n-butyllithium in diethyl ether was added dropwise 1480 μl of α-picoline at 0° C. under an argon and the reaction mixture was stirred for 10 minutes at 0° C. To the reaction mixture was added 782 l of acetonitrile and the mixture was stirred for 3 hours at room temperature, followed by extraction with 30 ml of 1.5N-sulfuric acid. The acidic solution was washed with 25 ml of diethyl ether, and made alkaline with a 2N-aqueous sodium hydroxide solution and the solution wa...